The task is: describe an organic reaction: reactants, conditions, products, and yield. This data is from the Open Reaction Database (ORD), a public repository of structured organic reaction records. The reactants are CSCS(C)=O, Cc1cc2cc(C#N)ccc2o1. The product is CSC(=C(N)c1ccc2oc(C)cc2c1)S(C)=O. Reaction SMILES: [CH3:13][S:14][CH2:15][S:16](=[O:17])[CH3:18].[CH3:1][c:2]1[cH:3][c:4]2[c:5]([o:6]1)[cH:7][cH:8][c:9]([C:11]#[N:12])[cH:10]2>>[CH3:1][c:2]1[cH:3][c:4]2[c:5]([o:6]1)[cH:7][cH:8][c:9]([C:11]([NH2:12])=[C:15]([S:14][CH3:13])[S:16](=[O:17])[CH3:18])[cH:10]2. Reactants: intermediate 67, COC(C1=C(C=CC(=C1)C(C1=CC=CC=C1)N1C=NC=C1)NC(C)=O)OC (N-[2-(dimethoxymethyl)-4-[(1H-imidazol-1-yl)phenylmethyl]phenyl]acetamide), C(C)(=O)O (acetic acid). The solvent is O (water). The product is C(=O)C1=C(C=CC(=C1)C(C1=CC=CC=C1)N1C=NC=C1)NC(C)=O (N-[2-formyl-4-[(1H-imidazol-1-yl)phenylmethyl]phenyl]acetamide). Isolated yield 100.0%. RXN SMILES: C[O:2][CH:3](OC)[C:4]1[CH:9]=[C:8]([CH:10]([N:17]2[CH:21]=[CH:20][N:19]=[CH:18]2)[C:11]2[CH:16]=[CH:15][CH:14]=[CH:13][CH:12]=2)[CH:7]=[CH:6][C:5]=1[NH:22][C:23](=[O:25])[CH3:24].C(O)(=O)C>O>[CH:3]([C:4]1[CH:9]=[C:8]([CH:10]([N:17]2[CH:21]=[CH:20][N:19]=[CH:18]2)[C:11]2[CH:16]=[CH:15][CH:14]=[CH:13][CH:12]=2)[CH:7]=[CH:6][C:5]=1[NH:22][C:23](=[O:25])[CH3:24])=[O:2]. Procedure: A solution of 2.5 parts of intermediate 67, namely N-[2-(dimethoxymethyl)-4-[(1H-imidazol-1-yl)phenylmethyl]phenyl]acetamide, 52.5 parts of acetic acid and 10 parts of water was stirred for 1/2 hour at reflux temperature. The reaction mixture was evaporated and the residue was co-evaporated with methylbenzene, yielding 2.2 parts (100%) of N-[2-formyl-4-[(1H-imidazol-1-yl)phenylmethyl]phenyl]acetamide (interm. 68).